From a dataset of the Open Reaction Database (ORD), a public repository of structured organic reaction records. describe an organic reaction: reactants, conditions, products, and yield RXN SMILES: [C:27]([Li:28])([CH3:29])([CH3:30])[CH3:31].[C:32](=[O:33])([CH3:34])[O:35][CH2:36][C:37]([F:38])([F:39])[F:40].[CH3:1][C:2]([C:3](=[O:4])[NH:5][c:6]1[cH:7][c:8]2[c:9]([cH:23][cH:24]1)[N:10]([CH2:18][C:19]([F:20])([F:21])[F:22])[CH:11]([C:14]([F:15])([F:16])[F:17])[CH2:12][O:13]2)([CH3:25])[CH3:26].[CH3:41][CH2:42][O:43][CH2:44][CH3:45]>>[CH3:1][C:2]([C:3](=[O:4])[NH:5][c:6]1[c:7]([C:36](=[O:35])[C:37]([F:38])([F:39])[F:40])[c:8]2[c:9]([cH:23][cH:24]1)[N:10]([CH2:18][C:19]([F:20])([F:21])[F:22])[CH:11]([C:14]([F:15])([F:16])[F:17])[CH2:12][O:13]2)([CH3:25])[CH3:26]. The product is CC(C)(C)C(=O)Nc1ccc2c(c1C(=O)C(F)(F)F)OCC(C(F)(F)F)N2CC(F)(F)F. Reactants: [Li]C(C)(C)C, CC(=O)OCC(F)(F)F, CC(C)(C)C(=O)Nc1ccc2c(c1)OCC(C(F)(F)F)N2CC(F)(F)F, CCOCC. The reactants are [N+](=O)([O-])[O-].[K+] (potassium nitrate), N1C=NC2=C1C=CC=C2C(=O)OC (Methyl 1H-benzimidazole-4-carboxylate), [OH-].[Na+] (sodium hydroxide). Solvent: S(O)(O)(=O)=O (sulfuric acid). The product is [N+](=O)([O-])C=1C=C(C2=C(NC=N2)C1)C(=O)OC (Methyl 6-nitro-1H-benzimidazole-4-carboxylate). Yield: 84.5%. RXN SMILES: [NH:1]1[C:5]2[CH:6]=[CH:7][CH:8]=[C:9]([C:10]([O:12][CH3:13])=[O:11])[C:4]=2[N:3]=[CH:2]1.[N+:14]([O-])([O-:16])=[O:15].[K+].[OH-].[Na+]>S(=O)(=O)(O)O>[N+:14]([C:7]1[CH:8]=[C:9]([C:10]([O:12][CH3:13])=[O:11])[C:4]2[N:3]=[CH:2][NH:1][C:5]=2[CH:6]=1)([O-:16])=[O:15] |f:1.2,3.4|. Reported procedure: Methyl 1H-benzimidazole-4-carboxylate (315 mg) was dissolved in conc. sulfuric acid (3 mL), and the solution was stirred on ice bath. A small amount of potassium nitrate (199 mg) was added portion-wise, and the solution was stirred at room temperature for 4 hours. The reaction mixture was poured into ice, alkalified with 3N aqueous sodium hydroxide solution under stirring on ice bath, and extracted with ethyl acetate. The ethyl acetate layer was washed sequentially with water and brine, and drie...